From a dataset of the Open Reaction Database (ORD), a public repository of structured organic reaction records. describe an organic reaction: reactants, conditions, products, and yield Reactants: COC(=O)CCc1ccc2nc(C)sc2c1, CCO, Cl, [Na+], [OH-]. Product: Cc1nc2ccc(CCC(=O)O)cc2s1. RXN SMILES: [CH3:1][O:2][C:3]([CH2:4][CH2:5][c:6]1[cH:7][c:8]2[c:9]([n:10][c:11]([CH3:13])[s:12]2)[cH:14][cH:15]1)=[O:16].[CH3:20][CH2:21][OH:22].[ClH:19].[Na+:18].[OH-:17]>>[O:2]=[C:3]([CH2:4][CH2:5][c:6]1[cH:7][c:8]2[c:9]([n:10][c:11]([CH3:13])[s:12]2)[cH:14][cH:15]1)[OH:16]. Reactants: ClC1=C(CN)C=CC(=C1)C(F)(F)F (2-chloro-4-trifluoromethylbenzylamine), ClC(Cl)(OC(OC(Cl)(Cl)Cl)=O)Cl (triphosgene), CO (MeOH), [N-]=C=O (isocyanate), compound 1a, CN(C)C=O (DMF). Run in CCOC(=O)C (AcOEt), CCOC(=O)C (AcOEt). Conditions: temperature 80 celsius. Product: ClC1=C(CNC(=O)NC2=CC=CC=3NC(NC32)=O)C=CC(=C1)C(F)(F)F (1-(2-chloro-4-(trifluoromethyl)benzyl)-3-(2,3-dihydro-2-oxo-1H-benzo[d]imidazol-4-yl)urea). Isolated yield 18.0%. RXN SMILES: [Cl:1][C:2]1[CH:9]=[C:8]([C:10]([F:13])([F:12])[F:11])[CH:7]=[CH:6][C:3]=1[CH2:4][NH2:5].ClC(Cl)(O[C:18](=[O:24])OC(Cl)(Cl)Cl)Cl.[N-:26]=[C:27]=O.CO.[CH3:31][N:32]([CH:34]=[O:35])C>CCOC(C)=O>[Cl:1][C:2]1[CH:9]=[C:8]([C:10]([F:11])([F:12])[F:13])[CH:7]=[CH:6][C:3]=1[CH2:4][NH:5][C:34]([NH:32][C:31]1[C:27]2[NH:26][C:18](=[O:24])[NH:5][C:4]=2[CH:3]=[CH:2][CH:9]=1)=[O:35]. Procedure: Commercially available 2-chloro-4-trifluoromethylbenzylamine (700 mg, 3.3 mmol) was dissolved in 20 ml of AcOEt and at 0° C. triphosgene (989 mg, 3.3 mmol) was added to the solution. The mixture was warmed at 80° C. for 4 hours then evaporated and the residue was dissolved in 5 ml of DMF. The solution of the isocyanate was added dropwise to a solution in DMF (5 ml) of compound 1a (319 mg, 2.14 mmol) and the mixture was warmed at 80° C. for 8 hours. (TLC AcOEt 9.5/MeOH 0.5). The solvent was evapo... Starting materials: FC1=C(C=CC=C1)C=1C(C(=C(C1O)C)C1=CC(=CC=C1)OC)=O (2-(2-fluorophenyl)-3-hydroxy-4-methyl-5-(3-methoxyphenyl)-2,4-cyclopentadienone), NN (hydrazine). Run in C(C)O (ethanol). Yields the product COC=1C=C(C=CC1)C=1C(NN=C(C1C)CC1=C(C=CC=C1)F)=O (4-(3-methoxyphenyl)-5-methyl-6-(2-fluorobenzyl)-2H-pyridazin-3-one). Reaction SMILES: [F:1][C:2]1[CH:7]=[CH:6][CH:5]=[CH:4][C:3]=1[C:8]1[C:9](=[O:23])[C:10]([C:15]2[CH:20]=[CH:19][CH:18]=[C:17]([O:21][CH3:22])[CH:16]=2)=[C:11]([CH3:14])[C:12]=1O.[NH2:24][NH2:25]>C(O)C>[CH3:22][O:21][C:17]1[CH:16]=[C:15]([C:10]2[C:9](=[O:23])[NH:24][N:25]=[C:12]([CH2:8][C:3]3[CH:4]=[CH:5][CH:6]=[CH:7][C:2]=3[F:1])[C:11]=2[CH3:14])[CH:20]=[CH:19][CH:18]=1. Reported procedure: A solution of 2-(2-fluorophenyl)-3-hydroxy-4-methyl-5-(3-methoxyphenyl)-2,4-cyclopentadienone (310 mg, 1 mmol) and hydrazine (0.2 mL) in ethanol (5 mL) was heated at reflux for 30 minutes. The resulting solution was concentrated in vacuo and the residue was dissolved in dichloromethane, dried over sodium sulfate, filtered and concentrated in vacuo to give the desired compound as a colorless oil. 1H NMR (CDCl3): 2.14 (s, 3H), 3.27 (d, J=13.8 Hz, 1H), 3.43 (d, J=13.8 Hz, 1H), 6.70-7.25 (m, 8H); MS... Starting materials: B(Br)(Br)Br (BBr3), CO (methanol), [K+].[Br-] (KBr), O(C1=CC=CC=C1)CC=1NC(C=2C(=C(C=3C(NC(=NC3C2OC)COC2=CC=CC=C2)=O)OC)N1)=O (2,7-Bis (phenoxymethyl)-5,10-dimethoxyprimido[4,5-g]quinazoline-4,9(3H,8H)-dione), B(Br)(Br)Br (BBr3), 79Br. The solvent is C(CCC)O.C(C)(=O)O.O (n-butanol acetic acid water), C1=CC=CC=C1 (benzene), C(Cl)Cl (methylene chloride). Product: BrCC=1NC(C=2C(=C(C=3C(NC(=NC3C2O)CBr)=O)O)N1)=O (2,7-Bis(bromomethyl)-5,10-dihydroxypyrimido[4,5-g]quinazoline-4,9(3H,8H)-dione). As a reaction SMILES: O([CH2:8][C:9]1[NH:10][C:11](=[O:36])[C:12]2[C:13]([N:35]=1)=[C:14]([O:33]C)[C:15]1[C:16](=[O:32])[NH:17][C:18]([CH2:24]OC3C=CC=CC=3)=[N:19][C:20]=1C=2OC)C1C=CC=CC=1.B(Br)(Br)[Br:38].[CH3:41][OH:42].[K+].[Br-:44]>C1C=CC=CC=1.C(Cl)Cl.C(O)CCC.C(O)(=O)C.O>[Br:44][CH2:8][C:9]1[NH:10][C:11](=[O:36])[C:12]2[C:13]([N:35]=1)=[C:14]([OH:33])[C:15]1[C:16](=[O:32])[NH:17][C:18]([CH2:24][Br:38])=[N:19][C:20]=1[C:41]=2[OH:42] |f:3.4,7.8.9|. Reported procedure: To a solution of 217 mg (0.447 mmol) of 14 in 50 mL of dry benzene, was added 3.2 mL (3.20 mmol) of 1 M BBr3 in methylene chloride. The resulting mixture was refluxed for 5 hours. Additional BBr3 (1.3 mL, 1.3 mmol) was then added to the reaction mixture, and the mixture was refluxed for an additional 5 hours. After cooling the reaction mixture to room temperature, methanol was added to destroy the excess BBr3, and the solvents were removed in vacuo. The yellowish-red solid residue was redissolve... Starting materials: ClCCCC(CCCC(C)C)O (1-chloro-8-methyl-4-nonanol), C(C)(=O)OC(C)=O (acetic anhydride). Yields the product ClCCCC(CCCC(C)C)OC(C)=O (1-Chloro-4-acetoxy-8-methylnonane). Reaction SMILES: [Cl:1][CH2:2][CH2:3][CH2:4][CH:5]([OH:12])[CH2:6][CH2:7][CH2:8][CH:9]([CH3:11])[CH3:10].[C:13](OC(=O)C)(=[O:15])[CH3:14]>>[Cl:1][CH2:2][CH2:3][CH2:4][CH:5]([O:12][C:13](=[O:15])[CH3:14])[CH2:6][CH2:7][CH2:8][CH:9]([CH3:10])[CH3:11]. Procedure: A mixture of 1-chloro-8-methyl-4-nonanol (22.73 g.; 0.118 mole) and acetic anhydride (24.07 g.; 0.236 mole) is heated on a steam bath for 11/2 hours. Reaction SMILES: [CH2:1]([CH2:2][CH3:3])[N:4]=[C:5]=[O:6].[CH3:33][CH2:34][O:35][C:36](=[O:37])[CH3:38].[CH3:39][N:40]([CH3:41])[CH:42]=[O:43].[NH2:7][c:8]1[n:9][cH:10][cH:11][c:12]([CH2:14][S:15][c:16]2[n:17][cH:18][cH:19][cH:20][c:21]2[C:22](=[O:23])[NH:24][c:25]2[cH:26][c:27]([CH3:32])[cH:28][c:29]([CH3:31])[cH:30]2)[cH:13]1>>[CH2:1]([CH2:2][CH3:3])[NH:4][C:5](=[O:6])[NH:7][c:8]1[n:9][cH:10][cH:11][c:12]([CH2:14][S:15][c:16]2[n:17][cH:18][cH:19][cH:20][c:21]2[C:22](=[O:23])[NH:24][c:25]2[cH:26][c:27]([CH3:32])[cH:28][c:29]([CH3:31])[cH:30]2)[cH:13]1. The reactants are CCCN=C=O, CCOC(C)=O, CN(C)C=O, Cc1cc(C)cc(NC(=O)c2cccnc2SCc2ccnc(N)c2)c1. Yields the product CCCNC(=O)Nc1cc(CSc2ncccc2C(=O)Nc2cc(C)cc(C)c2)ccn1.